This data is from the Open Reaction Database (ORD), a public repository of structured organic reaction records. The task is: describe an organic reaction: reactants, conditions, products, and yield Reactants: [OH-].[Na+] (sodium hydroxide), CSC=1C=C(C=C2CCC(NC12)C(F)(F)F)CC(=O)O (8-methylthio-1,2,3,4-tetrahydro-2-trifluoromethylquinoline-6-acetic acid), CS(=O)C=1C=C(C=C2CCC(NC12)C(F)(F)F)CC(=O)O (8-methylsulfinyl-1,2,3,4-tetrahydro-2-trifluoromethylquinoline-6-acetic acid), OO (hydrogen peroxide), Cl (hydrochloric acid). The solvent is O (water). Reaction conditions: time 3 hour. Yields the product CS(=O)(=O)C=1C=C(C=C2CCC(NC12)C(F)(F)F)CC(=O)O (8-Methylsulfonyl-1,2,3,4-tetrahydro-2-trifluoromethylquinoline-6-acetic acid). Isolated yield 79.7%. Reaction SMILES: [OH-].[Na+].CSC1C=C(CC(O)=[O:21])C=C2C=1NC(C(F)(F)F)CC2.[CH3:23][S:24]([C:26]1[CH:27]=[C:28]([CH2:40][C:41]([OH:43])=[O:42])[CH:29]=[C:30]2[C:35]=1[NH:34][CH:33]([C:36]([F:39])([F:38])[F:37])[CH2:32][CH2:31]2)=[O:25].OO.Cl>O>[CH3:23][S:24]([C:26]1[CH:27]=[C:28]([CH2:40][C:41]([OH:43])=[O:42])[CH:29]=[C:30]2[C:35]=1[NH:34][CH:33]([C:36]([F:38])([F:39])[F:37])[CH2:32][CH2:31]2)(=[O:21])=[O:25] |f:0.1|. Procedure: Into 20 ml of 1N sodium hydroxide were dissolved 250 mg of 8-methylthio-1,2,3,4-tetrahydro-2-trifluoromethylquinoline-6-acetic acid and 300 mg of 8-methylsulfinyl-1,2,3,4-tetrahydro-2-trifluoromethylquinoline-6-acetic acid, and, after 10 ml of 35% aqueous hydrogen peroxide were added, the mixture was stirred at room temperature for 3 hours. To this were added 50 ml of water, and the reaction mixture was brought to pH2 with concentrated hydrochloric acid. The crystals deposited were collected by ... Starting materials: [H-].[Al+3].[Li+].[H-].[H-].[H-] (lithium aluminum hydride), O(C1=CC=CC=C1)C1=CC=C(C=O)C=C1 (4-phenoxybenzaldehyde). The solvent is C1CCOC1 (THF), C1CCOC1 (THF). Conditions: temperature 0 celsius, time 1 hour. The product is O(C1=CC=CC=C1)C1=CC=C(CO)C=C1 (4-Phenoxybenzyl alcohol). The yield is 98.9%. As a reaction SMILES: [O:1]([C:8]1[CH:15]=[CH:14][C:11]([CH:12]=[O:13])=[CH:10][CH:9]=1)[C:2]1[CH:7]=[CH:6][CH:5]=[CH:4][CH:3]=1.[H-].[Al+3].[Li+].[H-].[H-].[H-]>C1COCC1>[O:1]([C:8]1[CH:9]=[CH:10][C:11]([CH2:12][OH:13])=[CH:14][CH:15]=1)[C:2]1[CH:3]=[CH:4][CH:5]=[CH:6][CH:7]=1 |f:1.2.3.4.5.6|. Procedure: A solution of 4-phenoxybenzaldehyde (10.0 g, 50 mmol) and 10 mL dry THF was added dropwise to a 0° C. suspension of lithium aluminum hydride (2.1 g, 55.3 mmol) and 100 mL dry THF. The reaction mixture was stirred for 1 hour at 0° C., then was quenched successively with 2.1 mL H20, 2.1 mL 10% NaOH, and 6.3 mL H2O. The resultant slurry was stirred for 1.5 hours at room temperature, then was filtered through Celite® and the filtrate was evaporated under reduced pressure to afford the title compound...